The task is: describe an organic reaction: reactants, conditions, products, and yield. This data is from the Open Reaction Database (ORD), a public repository of structured organic reaction records. Starting materials: C1C(N2C(CCC3=CC=CC1=C23)=O)=O (5,6-dihydro-4H-pyrrolo [3,2,1-ij]quinoline-2,4(1H)-dione), Cl (hydrochloric acid), C(C)O (ethanol). Yields the product C(C)OC(CC=1C=CC=C2CCC(NC12)=O)=O (1,2,3,4-tetrahydro-2-oxo-8-quinoline acetic acid ethyl ester). Reaction SMILES: [CH2:1]1[C:11]2=[C:12]3[C:7](=[CH:8][CH:9]=[CH:10]2)[CH2:6][CH2:5][C:4](=[O:13])[N:3]3[C:2]1=[O:14].Cl.[CH2:16]([OH:18])[CH3:17]>>[CH2:16]([O:18][C:2](=[O:14])[CH2:1][C:11]1[CH:10]=[CH:9][CH:8]=[C:7]2[C:12]=1[NH:3][C:4](=[O:13])[CH2:5][CH2:6]2)[CH3:17]. Procedure: A solution of 5,6-dihydro-4H-pyrrolo [3,2,1-ij]quinoline-2,4(1H)-dione (1.87 g, 0.01 mole) in ethanol (10 ml) is treated with a drop of concentrated hydrochloric acid. The mixture is refluxed 24 hours (or until the dione starting material can no longer be detected by thin layer chromatography). The solution is cooled and concentrated at reduced pressure. The product is purified by flash chromatography to yield 1,2,3,4-tetrahydro-2-oxo-8-quinoline acetic acid ethyl ester. Starting materials: ClC1=C(C=CC=C1)C(C)OC1=C(SC(=C1)N1C=NC2=C1C=NC=C2)C(=O)OC (methyl 3-[1-(2-chlorophenyl)ethoxy]-5-(3H-imidazo[4,5-c]pyridin-3-yl)thiophene-2-carboxylate), saturated solution, N (ammonia), saturated solution, N (ammonia). Solvent: CO (methanol), CO (methanol). Reaction conditions: temperature 125 celsius, time 4 hour. Product: ClC1=C(C=CC=C1)C(C)OC1=C(SC(=C1)N1C=NC2=C1C=NC=C2)C(=O)N (3-[1-(2-Chlorophenyl)ethoxy]-5-(3H-imidazo[4,5-c]pyridin-3-yl)thio-phene-2-carboxamide). As a reaction SMILES: [Cl:1][C:2]1[CH:7]=[CH:6][CH:5]=[CH:4][C:3]=1[CH:8]([O:10][C:11]1[CH:15]=[C:14]([N:16]2[C:20]3[CH:21]=[N:22][CH:23]=[CH:24][C:19]=3[N:18]=[CH:17]2)[S:13][C:12]=1[C:25]([O:27]C)=O)[CH3:9].[NH3:29]>CO>[Cl:1][C:2]1[CH:7]=[CH:6][CH:5]=[CH:4][C:3]=1[CH:8]([O:10][C:11]1[CH:15]=[C:14]([N:16]2[C:20]3[CH:21]=[N:22][CH:23]=[CH:24][C:19]=3[N:18]=[CH:17]2)[S:13][C:12]=1[C:25]([NH2:29])=[O:27])[CH3:9]. Procedure details: A mixture of 49 mg of the above-synthesized methyl 3-[1-(2-chlorophenyl)ethoxy]-5-(3H-imidazo[4,5-c]pyridin-3-yl)thiophene-2-carboxylate and 5 ml of a saturated solution of ammonia in methanol was stirred in a microwave vial at 125° C. for 4 h in the microwave cavity. The reaction mixture was allowed to cool down to room temperature, then another 5 ml of a saturated solution of ammonia in methanol were added and the procedure was repeated as described above. The solvent was removed under vacuum ... Starting materials: Cl (hydrochloric acid), C1(=CC=CC=C1)N(C(=O)Cl)C1=CC=CC=C1 (diphenylcarbamoyl chloride), Cl.Cl.N1C(CNCC1)C(=O)O (piperazine-2-carboxylic acid dihydrochloride). Solvent: C(C)#N (acetonitrile), [OH-].[Na+] (sodium hydroxide). Run at time 4 hour. The product is C1(=CC=CC=C1)N(C(=O)N1C(CN(CC1)C(N(C1=CC=CC=C1)C1=CC=CC=C1)=O)C(=O)O)C1=CC=CC=C1 ((±)-1,4-bis-(diphenylcarbamoyl)piperazine-2-carboxylic acid). Isolated yield 25.9%. As a reaction SMILES: [C:1]1([N:7]([C:11]2[CH:16]=[CH:15][CH:14]=[CH:13][CH:12]=2)[C:8](Cl)=[O:9])[CH:6]=[CH:5][CH:4]=[CH:3][CH:2]=1.Cl.Cl.[NH:19]1[CH2:24][CH2:23][NH:22][CH2:21][CH:20]1[C:25]([OH:27])=[O:26].Cl>C(#N)C.[OH-].[Na+]>[C:1]1([N:7]([C:11]2[CH:16]=[CH:15][CH:14]=[CH:13][CH:12]=2)[C:8]([N:19]2[CH2:24][CH2:23][N:22]([C:8](=[O:9])[N:7]([C:11]3[CH:12]=[CH:13][CH:14]=[CH:15][CH:16]=3)[C:1]3[CH:6]=[CH:5][CH:4]=[CH:3][CH:2]=3)[CH2:21][CH:20]2[C:25]([OH:27])=[O:26])=[O:9])[CH:6]=[CH:5][CH:4]=[CH:3][CH:2]=1 |f:1.2.3,6.7|. Procedure: A solution of 946 mg (4 mmole) of 98% diphenylcarbamoyl chloride in 4 ml of acetonitrile was added dropwise to a stirring solution of 406.2 mg (2 mmole) of piperazine-2-carboxylic acid dihydrochloride [E. Felder, S. Maffei, S. Pietra and D. Pitre, Helv. Chim., Acta, 43, 888 (1960)] in 4 ml of 2.5N sodium hydroxide at a temperature between 0° and 5° C. After the addition was completed, the stirring was continued for 4 hours and the solution was acidified with 2N hydrochloric acid while cooling in... Starting materials: O=CO, N#Cc1ccc(CCC(=O)Nc2ccc(-c3ccc(Cl)cc3)cc2)cc1, O. Yields the product O=Cc1ccc(CCC(=O)Nc2ccc(-c3ccc(Cl)cc3)cc2)cc1. As a reaction SMILES: [CH:1](=[O:2])[OH:3].[Cl:4][c:5]1[cH:6][cH:7][c:8](-[c:11]2[cH:12][cH:13][c:14]([NH:17][C:18]([CH2:19][CH2:20][c:21]3[cH:22][cH:23][c:24]([C:27]#[N:28])[cH:25][cH:26]3)=[O:29])[cH:15][cH:16]2)[cH:9][cH:10]1.[OH2:30]>>[O:2]=[CH:27][c:24]1[cH:23][cH:22][c:21]([CH2:20][CH2:19][C:18]([NH:17][c:14]2[cH:13][cH:12][c:11](-[c:8]3[cH:7][cH:6][c:5]([Cl:4])[cH:10][cH:9]3)[cH:16][cH:15]2)=[O:29])[cH:26][cH:25]1. The reactants are ClC1=CC=C(C=N1)C=1C(NC(N(C1)CCC(OC)OC)=O)=O (5-(6-Chloro-pyridin-3-yl)-1-(3,3-dimethoxy-propyl)-1H-pyrimidine-2,4-dione), TEA. Run in C1CCOC1 (THF). Conditions: temperature 40 celsius, time 1.5 hour. Yields the product ClC1=CC=C(C=N1)C=1C(NC(N(C1)CCC=O)=O)=O (3-[5-(6-Chloro-pyridin-3-yl)-2,4-dioxo-3,4-dihydro-2H-pyrimidin-1-yl]-propionaldehyde). RXN SMILES: [Cl:1][C:2]1[N:7]=[CH:6][C:5]([C:8]2[C:9](=[O:22])[NH:10][C:11](=[O:21])[N:12]([CH2:14][CH2:15][CH:16](OC)[O:17]C)[CH:13]=2)=[CH:4][CH:3]=1>C1COCC1>[Cl:1][C:2]1[N:7]=[CH:6][C:5]([C:8]2[C:9](=[O:22])[NH:10][C:11](=[O:21])[N:12]([CH2:14][CH2:15][CH:16]=[O:17])[CH:13]=2)=[CH:4][CH:3]=1. Procedure details: 5-(6-Chloro-pyridin-3-yl)-1-(3,3-dimethoxy-propyl)-1H-pyrimidine-2,4-dione (Prep92, 267 mg, 0.82 mmol) was dissolved in THF (10 ml) and then 1N HClaq (0.82 ml) was added. The solution was stirred at 40° C. for 1.5 hours. TEA (116 μl, 0.83 mmol) was added and the solvent was removed in vacuum at room temperature. Residue was freeze dried to give a white powder that was used in the next step without further purification (quantitative yield). Starting materials: CC1=NN(C=2NC(=CC(C21)=O)C2=CC=C(C=C2)N2CCN(CC2)C(=O)OC(C)(C)C)C2=CC=CC=C2 (tert-butyl 4-(4-(3-methyl-4-oxo-1-phenyl-4,7-dihydro-1H-pyrazolo[3,4-b]pyridin-6-yl)phenyl)piperazine-1-carboxylate), CCOC(=O)/N=N/C(=O)OCC (DEAD), C1=CC=C(C=C1)P(C2=CC=CC=C2)C3=CC=CC=C3 (PPh3), CO (MeOH). Solvent: O1CCCC1 (tetrahydrofuran). Run at time 30 minute. Product: C(C)(C)(C)OC(=O)N1CCN(CC1)C1=CC=C(C=C1)C1=CC(=C2C(=N1)N(N=C2C)C2=CC=CC=C2)OC (4-[4-(4-methoxy-3-methyl-1-phenyl-1H-pyrazolo[3,4-b]pyridin-6-yl)-phenyl]-piperazine-1-carboxylic acid tert-butyl ester). RXN SMILES: [CH3:1][C:2]1[C:10]2[C:9](=[O:11])[CH:8]=[C:7]([C:12]3[CH:17]=[CH:16][C:15]([N:18]4[CH2:23][CH2:22][N:21]([C:24]([O:26][C:27]([CH3:30])([CH3:29])[CH3:28])=[O:25])[CH2:20][CH2:19]4)=[CH:14][CH:13]=3)[NH:6][C:5]=2[N:4]([C:31]2[CH:36]=[CH:35][CH:34]=[CH:33][CH:32]=2)[N:3]=1.[CH:37]1C=CC(P(C2C=CC=CC=2)C2C=CC=CC=2)=CC=1.CO.CCOC(/N=N/C(OCC)=O)=O>O1CCCC1>[C:27]([O:26][C:24]([N:21]1[CH2:20][CH2:19][N:18]([C:15]2[CH:14]=[CH:13][C:12]([C:7]3[N:6]=[C:5]4[N:4]([C:31]5[CH:36]=[CH:35][CH:34]=[CH:33][CH:32]=5)[N:3]=[C:2]([CH3:1])[C:10]4=[C:9]([O:11][CH3:37])[CH:8]=3)=[CH:17][CH:16]=2)[CH2:23][CH2:22]1)=[O:25])([CH3:30])([CH3:28])[CH3:29]. Reported procedure: Into a 50 mL round-bottom flask purged and maintained with an inert atmosphere of nitrogen, was placed a solution of tert-butyl 4-(4-(3-methyl-4-oxo-1-phenyl-4,7-dihydro-1H-pyrazolo[3,4-b]pyridin-6-yl)phenyl)piperazine-1-carboxylate (330 mg, 0.87 mmol, 1.00 equiv) in tetrahydrofuran (15 mL), PPh3 (488 mg, 1.86 mmol, 2.20 equiv), MeOH (36 mg, 1.12 mmol, 1.10 equiv). To the resulting mixture was then added DEAD (237 mg, 1.36 mmol, 2.00 equiv) dropwise with stirring at 0-5° C. The resulting solutio...